The task is: describe an organic reaction: reactants, conditions, products, and yield. This data is from the Open Reaction Database (ORD), a public repository of structured organic reaction records. The reactants are CCOP(=O)(OCC)OCC, COC(=O)NC(C(=O)NCCCCC(CO)N(CC(C)C)S(=O)(=O)c1ccc(N)cc1)C(c1ccccc1)c1ccccc1, [H-], [Na+], C1CCOC1, O, CCOP(=O)(Cl)OCC. The product is CCOP(=O)(OCC)OCC(CCCCNC(=O)C(NC(=O)OC)C(c1ccccc1)c1ccccc1)N(CC(C)C)S(=O)(=O)c1ccc(N)cc1. As a reaction SMILES: [CH2:45]([CH3:46])[O:47][P:48](=[O:49])([O:50][CH2:51][CH3:52])[O:53][CH2:54][CH3:55].[CH3:1][O:2][C:3]([NH:4][CH:5]([CH:6]([c:7]1[cH:8][cH:9][cH:10][cH:11][cH:12]1)[c:13]1[cH:14][cH:15][cH:16][cH:17][cH:18]1)[C:19]([NH:20][CH2:21][CH2:22][CH2:23][CH2:24][CH:25]([CH2:26][OH:27])[N:28]([CH2:29][CH:30]([CH3:31])[CH3:32])[S:33](=[O:34])(=[O:35])[c:36]1[cH:37][cH:38][c:39]([NH2:42])[cH:40][cH:41]1)=[O:43])=[O:44].[H-:65].[Na+:66].[O:67]1[CH2:68][CH2:69][CH2:70][CH2:71]1.[OH2:72].[P:56]([Cl:57])([O:58][CH2:59][CH3:60])([O:61][CH2:62][CH3:63])=[O:64]>>[CH3:1][O:2][C:3]([NH:4][CH:5]([CH:6]([c:7]1[cH:8][cH:9][cH:10][cH:11][cH:12]1)[c:13]1[cH:14][cH:15][cH:16][cH:17][cH:18]1)[C:19]([NH:20][CH2:21][CH2:22][CH2:23][CH2:24][CH:25]([CH2:26][O:27][P:48]([O:47][CH2:45][CH3:46])(=[O:49])[O:50][CH2:51][CH3:52])[N:28]([CH2:29][CH:30]([CH3:31])[CH3:32])[S:33](=[O:34])(=[O:35])[c:36]1[cH:37][cH:38][c:39]([NH2:42])[cH:40][cH:41]1)=[O:43])=[O:44].